Dataset: the Open Reaction Database (ORD), a public repository of structured organic reaction records. Task: describe an organic reaction: reactants, conditions, products, and yield Reactants: Brc1cncnc1, C=CCOC(=O)N1CC(O[Si](C)(C)C(C)(C)C)CC1C=O, [Li]CCCC, CCOCC, CCCCCC, CCOC(C)=O, Cl, C1CCOC1, O. Product: C=CCOC(=O)N1CC(O[Si](C)(C)C(C)(C)C)CC1C(O)c1cncnc1. Reaction SMILES: [Br:1][c:2]1[cH:3][n:4][cH:5][n:6][cH:7]1.[CH2:13]([CH:14]=[CH2:15])[O:16][C:17](=[O:18])[N:19]1[CH:20]([CH:32]=[O:33])[CH2:21][CH:22]([O:24][Si:25]([CH3:26])([CH3:27])[C:28]([CH3:29])([CH3:30])[CH3:31])[CH2:23]1.[CH2:8]([Li:9])[CH2:10][CH2:11][CH3:12].[CH3:40][CH2:41][O:42][CH2:43][CH3:44].[CH3:45][CH2:46][CH2:47][CH2:48][CH2:49][CH3:50].[CH3:51][CH2:52][O:53][C:54](=[O:55])[CH3:56].[ClH:34].[O:35]1[CH2:36][CH2:37][CH2:38][CH2:39]1.[OH2:57]>>[c:2]1([CH:32]([CH:20]2[N:19]([C:17]([O:16][CH2:13][CH:14]=[CH2:15])=[O:18])[CH2:23][CH:22]([O:24][Si:25]([CH3:26])([CH3:27])[C:28]([CH3:29])([CH3:30])[CH3:31])[CH2:21]2)[OH:33])[cH:3][n:4][cH:5][n:6][cH:7]1. The reagents and catalysts are [Pd] (palladium on carbon). The product is BrC=1C=CC(=C(C1)C1C(C2C3CCC(C2C1=O)O3)=O)CC ((1RS,2SR,6RS,7SR)-4-(5-bromo-2-ethylphenyl)-10-oxatricyclo-[5.2.1.02,6]decane-3,5-dione). Reaction SMILES: [Br:1][C:2]1[CH:3]=[CH:4][C:5]([CH2:20][CH3:21])=[C:6]([CH:8]2[C:16](=[O:17])[CH:15]3[CH:10]([CH:11]4[O:18][CH:14]3[CH:13]=[CH:12]4)[C:9]2=[O:19])[CH:7]=1>CO.[Pd]>[Br:1][C:2]1[CH:3]=[CH:4][C:5]([CH2:20][CH3:21])=[C:6]([CH:8]2[C:9](=[O:19])[CH:10]3[CH:15]([CH:14]4[O:18][CH:11]3[CH2:12][CH2:13]4)[C:16]2=[O:17])[CH:7]=1. Reactants: BrC=1C=CC(=C(C1)C1C(C2C3C=CC(C2C1=O)O3)=O)CC ((1RS, 2SR,6RS,7SR)-4-(5-bromo-2-ethylphenyl)-10-oxatricyclo[5.2.1.02,6]-dec-8-en-3,5-dione). Reported procedure: A solution of (1RS, 2SR,6RS,7SR)-4-(5-bromo-2-ethylphenyl)-10-oxatricyclo[5.2.1.02,6]-dec-8-en-3,5-dione (3.00 g, 8.6 mmol) in methanol (250 ml) is hydrogenated at 3.5 bar over 5% palladium on carbon for 2 hours at room temperature. The catalyst is removed by filtration through diatomaceous earth and the solvent is evaporated under reduced pressure to give (1RS,2SR,6RS,7SR)-4-(5-bromo-2-ethylphenyl)-10-oxatricyclo-[5.2.1.02,6]decane-3,5-dione. The solvent is CO (methanol). Starting materials: C(=C)C1=CC=C(C=C1)O (p-vinylphenol). Solvent: C(C)#N (acetonitrile). Yields the product C#CC1=CC=C(C=C1)O (poly(p-vinylphenol)). Reaction SMILES: [CH:1]([C:3]1[CH:8]=[CH:7][C:6]([OH:9])=[CH:5][CH:4]=1)=[CH2:2]>C(#N)C>[CH:2]#[C:1][C:3]1[CH:8]=[CH:7][C:6]([OH:9])=[CH:5][CH:4]=1. Procedure details: The same crude p-vinylphenol as used in Example 1 was subjected to azeotropic distillation with toluene without being subjected to vacuum flash distillation, to reduce the water content to 0.038%. A polymerization reaction was conducted in the same manner as in Example 1 except that 28.8 g of acetonitrile was added to 32.3 g of the above-obtained fraction. The reaction mixture was purified by the same reprecipitation as in Example 1, and the resulting precipitate was dried to obtain 6.5 g of a y... The reactants are OC1=CC=C(CC2C(NC(S2)=O)=O)C=C1 (5-(4-hydroxybenzyl)thiazolidine-2,4-dione), CC(C)([O-])C.[K+] (potassium tert-butoxide), BrCC(=O)C1=CC(=CC=C1)OC (2-Bromo-3′-methoxyacetophenone). Run in CS(=O)C (DMSO). Reaction conditions: time 1 hour. The product is COC=1C=C(C=CC1)C(COC1=CC=C(CC2C(NC(S2)=O)=O)C=C1)=O (5-{4-[2-(3-methoxyphenyl)-2-oxoethoxy]benzyl}-1,3-thiazolidine-2,4-dione). Yield: 47.1%. Reaction SMILES: [OH:1][C:2]1[CH:15]=[CH:14][C:5]([CH2:6][CH:7]2[S:11][C:10](=[O:12])[NH:9][C:8]2=[O:13])=[CH:4][CH:3]=1.CC(C)([O-])C.[K+].Br[CH2:23][C:24]([C:26]1[CH:31]=[CH:30][CH:29]=[C:28]([O:32][CH3:33])[CH:27]=1)=[O:25]>CS(C)=O>[CH3:33][O:32][C:28]1[CH:27]=[C:26]([C:24](=[O:25])[CH2:23][O:1][C:2]2[CH:15]=[CH:14][C:5]([CH2:6][CH:7]3[S:11][C:10](=[O:12])[NH:9][C:8]3=[O:13])=[CH:4][CH:3]=2)[CH:31]=[CH:30][CH:29]=1 |f:1.2|. Procedure: To a stirring solution of 5-(4-hydroxybenzyl)thiazolidine-2,4-dione (100 mg, 0.4 mmol) in DMSO (2 ml), potassium tert-butoxide (106 mg, 0.941 mmol) was added. Stirring continued at RT for about 1 hour. 2-Bromo-3′-methoxyacetophenone (100 mg, 0.5 mmol) was then added to the mixture. After 2 hours, LCMS showed that the reaction was complete. The reaction mixture was partitioned between EtOAc and water, and the aqueous phase was extracted with EtOAc. Combined extracts were washed with brine, dried ... The reactants are [BH4-].[Na+] (NaBH4), CCCCCC (hexane), 1.3.2, C(C)(=O)C12NC(C(C=C1)C2)=O ((−)-acetyl-2-azabicyclo[2.2.1]hept-5-ene-3-one), C(CCC)O (butanol), [BH4-].[Na+] (NaBH4). Run in CC(CC)O (2-butanol), CO (MeOH), O (water). Conditions: temperature 1 celsius, time 1.5 hour. The product is solution, C(C)(=O)N[C@H]1C=C[C@H](C1)CO ((1R,4S)-1-acetylamino-4-(hydroxymethyl)-2-cyclopentene). Yield: 85.0%. Reaction SMILES: C([C:4]12[CH2:10][CH:7]([CH:8]=[CH:9]1)[C:6](=[O:11])[NH:5]2)(=O)C.[BH4-].[Na+].[CH2:14]([OH:18])[CH2:15]CC.CCCCCC>O.CC(O)CC.CO>[C:14]([NH:5][C@@H:4]1[CH2:10][C@H:7]([CH2:6][OH:11])[CH:8]=[CH:9]1)(=[O:18])[CH3:15] |f:1.2|. Reported procedure: 1.3.2 287.4 g (−)-acetyl-2-azabicyclo[2.2.1]hept-5-ene-3-one (100%==>−255 ml, 97%; 1.9 moles) were dissolved in 380 ml water and 1217 ml 2-butanol. The solution was cooled to 0 to 2° C. 45 g NaBH4 (1.188 moles, 1.25 eq.) were suspended in 304 ml fresh 2 butanol in another stirring device. The NaBH4 suspension as added to the solution during 1-2 hours. The reaction was exothermic, and the temperature was not allowed to exceed 5° C. The temperature had to be at 0° C. before a portion was added. Th... Starting materials: BrC1=C(N=C2N(C1=O)C(=CC=C2)C)CO (3-bromo-2-(hydroxymethyl)-6-methyl-4H-pyrido[1,2-a]pyrimidin-4-one). Reagents/catalysts: [O-2].[Mn+4].[O-2] (manganese(IV) oxide). The solvent is C1(=CC=CC=C1)C (toluene). Run at time 3 hour. Yields the product BrC1=C(N=C2N(C1=O)C(=CC=C2)C)C=O (3-bromo-6-methyl-4-oxo-4H-pyrido[1,2-a]-pyrimidine-2-carbaldehyde). As a reaction SMILES: [Br:1][C:2]1[C:7](=[O:8])[N:6]2[C:9]([CH3:13])=[CH:10][CH:11]=[CH:12][C:5]2=[N:4][C:3]=1[CH2:14][OH:15]>C1(C)C=CC=CC=1.[O-2].[Mn+4].[O-2]>[Br:1][C:2]1[C:7](=[O:8])[N:6]2[C:9]([CH3:13])=[CH:10][CH:11]=[CH:12][C:5]2=[N:4][C:3]=1[CH:14]=[O:15] |f:2.3.4|. Procedure: A mixture of 3-bromo-2-(hydroxymethyl)-6-methyl-4H-pyrido[1,2-a]pyrimidin-4-one (2.7421 g, 10.19 mmol, Prepared in Example 1) and manganese(IV) oxide (8.86 g, 102 mmol) in toluene (67.9 mL) was heated to reflux. After 3 h, the mixture was cooled to rt and filtered through a pad of Celite™, The filtrate was concd under reduced pressure to give 3-bromo-6-methyl-4-oxo-4H-pyrido[1,2-a]-pyrimidine-2-carbaldehyde as a bright yellow solid: 1H NMR (400 MHz, DMSO-d6) δ ppm 10.07 (1 H, s), 7.81 (1 H, dd, ... Procedure details: To each of the glass ampoules (A), (B), (C), (D), (E), (F), (G), and (H), which had been thoroughly dried and flushed with nitrogen to replace the air, was added 1 ml of methyl oleate. To the ampoules (A), (B), (C), (D), and (E) was added each 0.05 millimole of (A) tetrachloroethylene, (B) ethylene chlorohydrin, (C) trichloroacetic acid, (D) p-chlorophenol, and (E) dinitrophenol, respectively. To the ampoules (F) and (G) were added 1 ml of oxygen and 0.2 millimole of p-chlorophenol, respectively... Reaction SMILES: [N+]([C:4]1[C:5]([N+]([O-])=O)=[C:6]([OH:10])[CH:7]=[CH:8][CH:9]=1)([O-])=O.C(Cl)[CH2:15][OH:16].ClC(Cl)(Cl)C(O)=[O:21].Cl[C:26]1[CH:31]=[CH:30][C:29]([OH:32])=[CH:28][CH:27]=1.O=O.[Al](Cl)(CC)CC.[C:41]1(C)[CH:46]=[CH:45][CH:44]=[CH:43][CH:42]=1>ClC(Cl)=C(Cl)Cl>[CH3:15][O:16][C:29]([CH2:30][CH2:31][CH2:26][CH2:27][CH2:28][CH2:41][CH2:42][CH:43]=[CH:44][CH2:45][CH2:46][CH2:7][CH2:8][CH2:9][CH2:4][CH2:5][C:6]([OH:10])=[O:21])=[O:32]. Solvent: ClC(=C(Cl)Cl)Cl (tetrachloroethylene). The product is )- ( H ), COC(=O)CCCCCCCC=CCCCCCCCC(=O)O (8-hexadecene-1,16-dicarboxylic acid methyl ester). Reactants: [Al](CC)(CC)Cl ((C2H5)2AlCl), WCl6, C1(=CC=CC=C1)C (toluene), ( A ), [N+](=O)([O-])C=1C(=C(C=CC1)O)[N+](=O)[O-] (dinitrophenol), ( A ), C(CO)Cl (ethylene chlorohydrin), ClC(C(=O)O)(Cl)Cl (trichloroacetic acid), ClC1=CC=C(C=C1)O (p-chlorophenol), [N+](=O)([O-])C=1C(=C(C=CC1)O)[N+](=O)[O-] (dinitrophenol), ( F ), ( G ), O=O (oxygen), ClC1=CC=C(C=C1)O (p-chlorophenol), C1(=CC=CC=C1)C (toluene). Conditions: time 5 minute.